From a dataset of the Open Reaction Database (ORD), a public repository of structured organic reaction records. describe an organic reaction: reactants, conditions, products, and yield Reactants: CC(C#CC1=C(C(=O)OC)C=CC(=C1)[N+](=O)[O-])(C)C (Methyl 2-(3,3-dimethylbutynyl)-4-nitrobenzoate). Solvent: CO (methanol). Run at time 2 hour. The product is CC(C#CC1=C(C(=O)O)C=CC(=C1)[N+](=O)[O-])(C)C (2-(3,3-Dimethylbutynyl)-4-nitrobenzoic Acid). Yield: 92.5%. Reaction SMILES: [CH3:1][C:2]([CH3:19])([CH3:18])[C:3]#[C:4][C:5]1[CH:14]=[C:13]([N+:15]([O-:17])=[O:16])[CH:12]=[CH:11][C:6]=1[C:7]([O:9]C)=[O:8]>CO>[CH3:1][C:2]([CH3:19])([CH3:18])[C:3]#[C:4][C:5]1[CH:14]=[C:13]([N+:15]([O-:17])=[O:16])[CH:12]=[CH:11][C:6]=1[C:7]([OH:9])=[O:8]. Reported procedure: Methyl 2-(3,3-dimethylbutynyl)-4-nitrobenzoate (0.8 g, 3.1 phenol) was dissolved in 50 mL of methanol containing 5% potassium hydroxide solution and the reaction was stirred at room temperature for 2 hours. The reaction mixture was concentrated and the residue was taken up in water and washed with diethyl ether. The aqueous fraction was carefully acidified with concentrated HCl to a pH of 2.0 and extracted with ethyl acetate (2×50 mLs). The organic fractions were combined, washed once with a sat... Run at time 3 hour. Yields the product O=C1SC[C@H](N1)C(=O)OCC (ethyl (4R)-2-oxothiazolidin-4-carboxylate). Solvent: O (water). RXN SMILES: [OH-].[Na+].O.Cl.[NH2:5][C@H:6]([C:9]([OH:11])=[O:10])[CH2:7][SH:8].ClC(Cl)(O[C:16](=[O:22])OC(Cl)(Cl)Cl)Cl.Cl.O1CCO[CH2:27][CH2:26]1>O>[O:22]=[C:16]1[NH:5][C@H:6]([C:9]([O:11][CH2:26][CH3:27])=[O:10])[CH2:7][S:8]1 |f:0.1,2.3.4|. Procedure details: To the solution comprising 2 liters of water containing 180 g of sodium hydroxide was dissolved 175.6 g of L-cysteine monohydrochloride-monohydrate under ice-cooling and under nitrogen atmosphere. To the solution was added dropwise 700 ml of a 1,4-dioxane solution containing 118.7 g of triphosgene at 25° C. to 29° C. over 1 hour and 30 minutes, and further stirred at the same temperature for 3 hours. To the reaction mixture was added conc. hydrochloric acid to adjust the mixture to weak acidic s... The reactants are [OH-].[Na+] (sodium hydroxide), Cl (hydrochloric acid), O1CCOCC1 (1,4-dioxane), O.Cl.N[C@@H](CS)C(=O)O (L-cysteine monohydrochloride-monohydrate), ClC(Cl)(OC(OC(Cl)(Cl)Cl)=O)Cl (triphosgene). Starting materials: CON=C1CCC2=C(C=CC=C12)[N+](=O)[O-] (4-nitro-indan-1-one O-methyl-oxime). The reagents and catalysts are [Pd] (Pd/C). The solvent is C(=O)(C(F)(F)F)O (TFA). Yields the product C1(CCC=2C(=CC=CC12)N)N (Indan-1,4-diamine). RXN SMILES: CO[N:3]=[C:4]1[C:12]2[C:7](=[C:8]([N+:13]([O-])=O)[CH:9]=[CH:10][CH:11]=2)[CH2:6][CH2:5]1>C(O)(C(F)(F)F)=O.[Pd]>[CH:4]1([NH2:3])[C:12]2[CH:11]=[CH:10][CH:9]=[C:8]([NH2:13])[C:7]=2[CH2:6][CH2:5]1. Procedure details: A solution of 4-nitro-indan-1-one O-methyl-oxime (5.31 g, 25.75 mmol) in 50 mL of TFA was mixed with Pd/C (150 mg) and hydrogenated at 50 psi for 14 hours. The resulting mixture was filtered through a pad of celite and the filtrate was concentrated to give the crude title compound, which was used in the next step without further purification. Spectroscopic data: 1H NMR (300 MHz, DMSO-d6) δ 1.90-2.03 (m, 1H), 2.41-2.53 (m, 3H), 2.63-3.18 (m, 2H), 4.65-4.75 (m, 1H), 7.00-7.13 (m, 1H), 7.18-7.27 (m... Starting materials: C(C)(=O)C1=C(C(=C(OCC2=CC=C(C(=O)OC)C=C2)C(=C1)I)CCC)O (methyl 4(-4-acetyl-3-hydroxy-6-iodo-2-propylphenoxy)methylbenzoate), O[Li].O (LiOH.H2O), 31, Cl (HCl), CO (MeOH). Solvent: O (water), O1CCCC1 (tetrahydrofuran), O (water). Run at temperature 22 celsius, time 1 hour. Yields the product C(C)(=O)C1=C(C(=C(OCC2=CC=C(C(=O)O)C=C2)C(=C1)I)CCC)O (4-(4-Acetyl-3-hydroxy-6-iodo-2-propylphenoxy)methylbenzoic acid). Yield: 91.3%. RXN SMILES: [C:1]([C:4]1[CH:21]=[C:20]([I:22])[C:7]([O:8][CH2:9][C:10]2[CH:19]=[CH:18][C:13]([C:14]([O:16]C)=[O:15])=[CH:12][CH:11]=2)=[C:6]([CH2:23][CH2:24][CH3:25])[C:5]=1[OH:26])(=[O:3])[CH3:2].O[Li].O.CO.Cl>O1CCCC1.O>[C:1]([C:4]1[CH:21]=[C:20]([I:22])[C:7]([O:8][CH2:9][C:10]2[CH:19]=[CH:18][C:13]([C:14]([OH:16])=[O:15])=[CH:12][CH:11]=2)=[C:6]([CH2:23][CH2:24][CH3:25])[C:5]=1[OH:26])(=[O:3])[CH3:2] |f:1.2|. Procedure details: A solution of 245 mg (0.523 mmoles) of methyl 4(-4-acetyl-3-hydroxy-6-iodo-2-propylphenoxy)methylbenzoate in 3 ml of tetrahydrofuran and 0.8 ml of water was treated with 110 mg (2.62 mmoles) of LiOH.H2O and stirred at 22° C. for one hour. The temperature was brought to 55° C. and 3 ml of MeOH was added after 2 hours of reaction. After a total reaction time of 31/2 hours, the mixture was allowed to cool, diluted with water, acidified by addition of concentrated HCl and extracted with dichlorometh... The reactants are CCC=C(C)C=O, CCC=C(C)C(CCCCC)OC, [Cl-], [Mg], [NH4+]. RXN SMILES: [CH3:15][C:16](=[CH:17][CH2:18][CH3:19])[CH:20]=[O:21].[CH3:2][O:3][CH:4]([C:5](=[CH:6][CH2:7][CH3:8])[CH3:9])[CH2:10][CH2:11][CH2:12][CH2:13][CH3:14].[Cl-:22].[Mg:1].[NH4+:23]>>[OH:3][CH:4]([C:5](=[CH:6][CH2:7][CH3:8])[CH3:9])[CH2:10][CH2:11][CH2:12][CH2:13][CH3:14]. Product: CCC=C(C)C(O)CCCCC. Reactants: Cc1cc([N+](=O)[O-])ccc1C(=O)N1CCCC(N(C)C)c2ccccc21, CCO, O=[Pt]. The product is Cc1cc(N)ccc1C(=O)N1CCCC(N(C)C)c2ccccc21. RXN SMILES: [CH3:1][N:2]([CH:3]1[CH2:4][CH2:5][CH2:6][N:7]([C:14]([c:15]2[c:16]([CH3:24])[cH:17][c:18]([N+:21]([O-:22])=[O:23])[cH:19][cH:20]2)=[O:25])[c:8]2[c:9]1[cH:10][cH:11][cH:12][cH:13]2)[CH3:26].[CH3:27][CH2:28][OH:29].[Pt:30]=[O:31]>>[CH3:1][N:2]([CH:3]1[CH2:4][CH2:5][CH2:6][N:7]([C:14]([c:15]2[c:16]([CH3:24])[cH:17][c:18]([NH2:21])[cH:19][cH:20]2)=[O:25])[c:8]2[c:9]1[cH:10][cH:11][cH:12][cH:13]2)[CH3:26]. Starting materials: BrC=1C=NNC1 (4-bromo-1H-pyrazole), ClC1CC(C1)C(=O)OC (methyl 3-chlorocyclobutanecarboxylate), C([O-])([O-])=O.[K+].[K+] (potassium carbonate). Run in CN(C)C=O (DMF), C(C)OCC (diethyl ether). Run at temperature 70 celsius. Yields the product BrC=1C=NN(C1)C1CC(C1)C(=O)OC (methyl 3-(4-bromo-1H-pyrazol-1-yl)cyclobutanecarboxylate). Reaction SMILES: [Br:1][C:2]1[CH:3]=[N:4][NH:5][CH:6]=1.Cl[CH:8]1[CH2:11][CH:10]([C:12]([O:14][CH3:15])=[O:13])[CH2:9]1.C(=O)([O-])[O-].[K+].[K+]>CN(C=O)C.C(OCC)C>[Br:1][C:2]1[CH:3]=[N:4][N:5]([CH:8]2[CH2:11][CH:10]([C:12]([O:14][CH3:15])=[O:13])[CH2:9]2)[CH:6]=1 |f:2.3.4|. Procedure details: A mixture of 4-bromo-1H-pyrazole (500 mg, 3.40 mmol), methyl 3-chlorocyclobutanecarboxylate (607 mg, 4.08 mmol), and potassium carbonate (1.18 g, 8.50 mmol) in DMF (5 mL) was heated to 70° C. for 24 hours. The reaction mixture was cooled to ambient temperature and diluted with diethyl ether (200 mL). The mixture was washed with water (2×50 mL) and then brine (25 mL). The organic layer was dried over magnesium sulfate, filtered, and concentrated under reduced pressure to afford the crude product ...